From a dataset of the Open Reaction Database (ORD), a public repository of structured organic reaction records. describe an organic reaction: reactants, conditions, products, and yield Starting materials: COCCBr, CC(C)N1CCC(NC(=O)c2nc3c(CO)cccc3n2CC(=O)Nc2ccc(Cl)cn2)CC1, CN(C)C=O. Product: COCCOCc1cccc2c1nc(C(=O)NC1CCN(C(C)C)CC1)n2CC(=O)Nc1ccc(Cl)cn1. RXN SMILES: [Br:35][CH2:36][CH2:37][O:38][CH3:39].[CH:1]([CH3:2])([CH3:3])[N:4]1[CH2:5][CH2:6][CH:7]([NH:10][C:11](=[O:12])[c:13]2[n:14][c:15]3[c:16]([n:17]2[CH2:18][C:19]([NH:20][c:21]2[n:22][cH:23][c:24]([Cl:27])[cH:25][cH:26]2)=[O:28])[cH:29][cH:30][cH:31][c:32]3[CH2:33][OH:34])[CH2:8][CH2:9]1.[O:40]=[CH:41][N:42]([CH3:43])[CH3:44]>>[CH:1]([CH3:2])([CH3:3])[N:4]1[CH2:5][CH2:6][CH:7]([NH:10][C:11](=[O:12])[c:13]2[n:14][c:15]3[c:16]([n:17]2[CH2:18][C:19]([NH:20][c:21]2[n:22][cH:23][c:24]([Cl:27])[cH:25][cH:26]2)=[O:28])[cH:29][cH:30][cH:31][c:32]3[CH2:33][O:34][CH2:36][CH2:37][O:38][CH3:39])[CH2:8][CH2:9]1. The reactants are O=c1ccc2c(C3CO3)cc(OCc3ccccc3)cc2[nH]1, CCOC(C)=O, CC(C)O, CCC1(CC)OC(=O)N(CCC(C)(C)N)c2ccccc21. Product: CCC1(CC)OC(=O)N(CCC(C)(C)NCC(O)c2cc(OCc3ccccc3)cc3[nH]c(=O)ccc23)c2ccccc21. As a reaction SMILES: [CH2:1]([c:2]1[cH:3][cH:4][cH:5][cH:6][cH:7]1)[O:8][c:9]1[cH:10][c:11]([CH:20]2[O:21][CH2:22]2)[c:12]2[cH:13][cH:14][c:15](=[O:19])[nH:16][c:17]2[cH:18]1.[CH3:48][CH2:49][O:50][C:51]([CH3:52])=[O:53].[CH:44]([OH:45])([CH3:46])[CH3:47].[NH2:23][C:24]([CH2:25][CH2:26][N:27]1[C:28](=[O:41])[O:29][C:30]([CH2:37][CH3:38])([CH2:39][CH3:40])[c:31]2[c:32]1[cH:33][cH:34][cH:35][cH:36]2)([CH3:42])[CH3:43]>>[CH2:1]([c:2]1[cH:3][cH:4][cH:5][cH:6][cH:7]1)[O:8][c:9]1[cH:10][c:11]([CH:20]([OH:21])[CH2:22][NH:23][C:24]([CH2:25][CH2:26][N:27]2[C:28](=[O:41])[O:29][C:30]([CH2:37][CH3:38])([CH2:39][CH3:40])[c:31]3[c:32]2[cH:33][cH:34][cH:35][cH:36]3)([CH3:42])[CH3:43])[c:12]2[cH:13][cH:14][c:15](=[O:19])[nH:16][c:17]2[cH:18]1. Product: COC(=O)c1cc(N)ccc1Oc1ccc(F)c(NC(=O)Cc2cccc(C(F)(F)F)c2)c1. As a reaction SMILES: [C:38].[CH3:36][OH:37].[F:1][c:2]1[c:3]([NH:22][C:23]([CH2:24][c:25]2[cH:26][c:27]([C:31]([F:32])([F:33])[F:34])[cH:28][cH:29][cH:30]2)=[O:35])[cH:4][c:5]([O:6][c:7]2[c:8]([C:9](=[O:10])[O:11][CH3:12])[cH:13][c:14]([N+:17]([O-:18])=[O:19])[cH:15][cH:16]2)[cH:20][cH:21]1.[Pd:39]>>[F:1][c:2]1[c:3]([NH:22][C:23]([CH2:24][c:25]2[cH:26][c:27]([C:31]([F:32])([F:33])[F:34])[cH:28][cH:29][cH:30]2)=[O:35])[cH:4][c:5]([O:6][c:7]2[c:8]([C:9](=[O:10])[O:11][CH3:12])[cH:13][c:14]([NH2:17])[cH:15][cH:16]2)[cH:20][cH:21]1. Starting materials: C, CO, COC(=O)c1cc([N+](=O)[O-])ccc1Oc1ccc(F)c(NC(=O)Cc2cccc(C(F)(F)F)c2)c1, [Pd]. Run in CN(C=O)C (N,N-dimethylformamide), O (water), Cl (HCl). Procedure: A mixture of 2-fluoro-4-iodoaniline (24.19 g, 0.100 mole) and potassium ethylxanthogenate (35.27 g, 0.220 mole) in N,N-dimethylformamide (80 mL) was stirred at 95° C. for 5 hours. The reaction mixture was cooled to room temperature then diluted with water (150 mL) and 1 N aqueous HCl (200 mL). The mixture was stirred at room temperature overnight. The resulting precipitate was collected by filtration and rinsed with water. The solid was dried overnight at 85° C. in a vacuum oven to provide 6-iod... Yields the product IC1=CC2=C(N=C(S2)S)C=C1 (6-iodobenzo[d]thiazole-2-thiol). RXN SMILES: F[C:2]1[CH:8]=[C:7]([I:9])[CH:6]=[CH:5][C:3]=1[NH2:4].CCO[C:13]([S-:15])=[S:14].[K+]>CN(C)C=O.O.Cl>[I:9][C:7]1[CH:6]=[CH:5][C:3]2[N:4]=[C:13]([SH:15])[S:14][C:2]=2[CH:8]=1 |f:1.2|. Reaction conditions: temperature 95 celsius, time 5 hour. The reactants are FC1=C(N)C=CC(=C1)I (2-fluoro-4-iodoaniline), CCOC(=S)[S-].[K+] (potassium ethylxanthogenate). Reaction SMILES: Br[C:2]1[CH:3]=[CH:4][C:5]([N+:12]([O-:14])=[O:13])=[C:6]2[C:11]=1[N:10]=[CH:9][CH:8]=[CH:7]2.[Cu][C:16]#[N:17].C(Cl)Cl>CN(C)C=O>[C:16]([C:2]1[CH:3]=[CH:4][C:5]([N+:12]([O-:14])=[O:13])=[C:6]2[C:11]=1[N:10]=[CH:9][CH:8]=[CH:7]2)#[N:17]. Reported procedure: 5.80 g of 8-bromo-5-nitroquinoline and 2.00 g of copper(I) cyanide in 15 ml of dimethylformamide were heated to 150° C. for 5 hours. After cooling, methylene chloride was added, insoluble particles were filtered off and the filtrate was concentrated. Reactants: BrC=1C=CC(=C2C=CC=NC12)[N+](=O)[O-] (8-bromo-5-nitroquinoline), [Cu]C#N (copper(I) cyanide), C(Cl)Cl (methylene chloride). Yields the product C(#N)C=1C=CC(=C2C=CC=NC12)[N+](=O)[O-] (8-Cyano-5-nitroquinoline). The solvent is CN(C=O)C (dimethylformamide). Reactants: N1C=C(C=2C1=NC=CC2)C=C2C(C(=C(O2)NC2=CC=C(C=C2)F)C(=O)OC)=O (Methyl 5-[(1H-pyrrolo[2,3-b]pyridin-3-yl)methylene]-2-[(4-fluorophenyl)amino]-4-oxo-4,5-dihydrofuran-3-carboxylate), OCCN1CCOCC1 (N-(2-hydroxyethyl)morpholine), Zn4(OCOCF3)6O. Reagents/catalysts: [Zn] (zinc). Solvent: CN(C(C)=O)C (N,N-dimethylacetamide). Product: C(=O)O.N1C=C(C=2C1=NC=CC2)C=C2C(C(=C(O2)NC2=CC=C(C=C2)F)C(=O)OCCN2CCOCC2)=O (2-Morpholinoethyl 5-[(1H-pyrrolo[2,3-b]pyridin-3-yl)methylene]-2-[(4-fluorophenyl)amino]-4-oxo-4,5-dihydrofuran-3-carboxylate formate). The yield is 28.6%. Reaction SMILES: [NH:1]1[C:5]2=[N:6][CH:7]=[CH:8][CH:9]=[C:4]2[C:3]([CH:10]=[C:11]2[O:15][C:14]([NH:16][C:17]3[CH:22]=[CH:21][C:20]([F:23])=[CH:19][CH:18]=3)=[C:13]([C:24]([O:26]C)=[O:25])[C:12]2=[O:28])=[CH:2]1.[OH:29][CH2:30][CH2:31][N:32]1[CH2:37][CH2:36][O:35][CH2:34][CH2:33]1>CN(C)C(=O)C.[Zn]>[CH:24]([OH:26])=[O:25].[NH:1]1[C:5]2=[N:6][CH:7]=[CH:8][CH:9]=[C:4]2[C:3]([CH:10]=[C:11]2[O:15][C:14]([NH:16][C:17]3[CH:22]=[CH:21][C:20]([F:23])=[CH:19][CH:18]=3)=[C:13]([C:24]([O:29][CH2:30][CH2:31][N:32]3[CH2:37][CH2:36][O:35][CH2:34][CH2:33]3)=[O:25])[C:12]2=[O:28])=[CH:2]1 |f:4.5|. Reported procedure: Under a nitrogen atmosphere, a solution of the compound (0.038 g, 0.10 mmol) of Example 51, N-(2-hydroxyethyl)morpholine (0.20 mL, 1.6 mmol) and zinc cluster catalyst (Zn4(OCOCF3)6O) (0.0019 g, 0.0020 mmol) in N,N-dimethylacetamide (0.8 mL) was stirred with the microwave synthesizer (Biotage Initiator™) at 150° C. for 40 min. Cooled to ambient temperature, the precipitate was removed by filtration. The filtrate was purified by preparative HPLC to afford the titled compound as solid (0.0075 g, y....